This data is from the Open Reaction Database (ORD), a public repository of structured organic reaction records. The task is: describe an organic reaction: reactants, conditions, products, and yield Starting materials: CCO, C1=CCC=CC1, [OH-], [OH-], [Pd+2], N#CCCNC1CCN(Cc2ccccc2)C1. Product: N#CCCNC1CCNC1. As a reaction SMILES: [CH3:27][CH2:28][OH:29].[CH:18]1=[CH:23][CH2:22][CH:21]=[CH:20][CH2:19]1.[OH-:24].[OH-:26].[Pd+2:25].[c:1]1([CH2:2][N:8]2[CH2:9][CH:10]([NH:13][CH2:14][CH2:15][C:16]#[N:17])[CH2:11][CH2:12]2)[cH:3][cH:4][cH:5][cH:6][cH:7]1>>[NH:8]1[CH2:9][CH:10]([NH:13][CH2:14][CH2:15][C:16]#[N:17])[CH2:11][CH2:12]1. Isolated yield 27.9%. The product is CN1C(=CC2=CC=CC=C12)C(=O)NC1=CC=C(C=C1)C=1N=C(N2C1C(=NC=C2)C)[C@@H]2CC[C@H](CC2)N2CCN(CC2)C (1-methyl-N-(4-(8-methyl-3-((trans)-4-(4-methylpiperazin-1-yl)cyclohexyl)imidazo[1,5-a]pyrazin-1-yl)phenyl)-1H-indole-2-carboxamide). Reported procedure: Reaction of 1-methyl-N-(4-(4,4,5,5-tetramethyl-1,3,2-dioxaborolan-2-yl)phenyl)-1H-indole-2-carboxamide (29 mg), prepared from 1-methyl-1H-indole-2-carboxylic acid which was transformed into its acid chloride first and then reacted with 4-(4,4,5,5-tetramethyl-1,3,2-dioxaborolan-2-yl)aniline, and 1-bromo-8-methyl-3-((trans)-4-(4-methylpiperazin-1-yl)cyclohexyl)imidazo[1,5-a]pyrazine (30 mg) according to the procedure described in example 4 step 4c and purification by column chromatography (silica ... Starting materials: CN1C(=CC2=CC=CC=C12)C(=O)NC1=CC=C(C=C1)B1OC(C(O1)(C)C)(C)C (1-methyl-N-(4-(4,4,5,5-tetramethyl-1,3,2-dioxaborolan-2-yl)phenyl)-1H-indole-2-carboxamide), CN1C(=CC2=CC=CC=C12)C(=O)O (1-methyl-1H-indole-2-carboxylic acid), acid chloride, CC1(OB(OC1(C)C)C1=CC=C(N)C=C1)C (4-(4,4,5,5-tetramethyl-1,3,2-dioxaborolan-2-yl)aniline), BrC=1N=C(N2C1C(=NC=C2)C)[C@@H]2CC[C@H](CC2)N2CCN(CC2)C (1-bromo-8-methyl-3-((trans)-4-(4-methylpiperazin-1-yl)cyclohexyl)imidazo[1,5-a]pyrazine). As a reaction SMILES: [CH3:1][N:2]1[C:10]2[C:5](=[CH:6][CH:7]=[CH:8][CH:9]=2)[CH:4]=[C:3]1[C:11]([NH:13][C:14]1[CH:19]=[CH:18][C:17](B2OC(C)(C)C(C)(C)O2)=[CH:16][CH:15]=1)=[O:12].CN1C2C(=CC=CC=2)C=C1C(O)=O.CC1(C)C(C)(C)OB(C2C=CC(N)=CC=2)O1.Br[C:59]1[N:60]=[C:61]([C@H:69]2[CH2:74][CH2:73][C@H:72]([N:75]3[CH2:80][CH2:79][N:78]([CH3:81])[CH2:77][CH2:76]3)[CH2:71][CH2:70]2)[N:62]2[CH:67]=[CH:66][N:65]=[C:64]([CH3:68])[C:63]=12>>[CH3:1][N:2]1[C:10]2[C:5](=[CH:6][CH:7]=[CH:8][CH:9]=2)[CH:4]=[C:3]1[C:11]([NH:13][C:14]1[CH:19]=[CH:18][C:17]([C:59]2[N:60]=[C:61]([C@H:69]3[CH2:74][CH2:73][C@H:72]([N:75]4[CH2:80][CH2:79][N:78]([CH3:81])[CH2:77][CH2:76]4)[CH2:71][CH2:70]3)[N:62]3[CH:67]=[CH:66][N:65]=[C:64]([CH3:68])[C:63]=23)=[CH:16][CH:15]=1)=[O:12]. Reactants: [BH3-]C#N, CON=C(CF)Cc1ccc(Cl)cc1Cl, CC(=O)O, [Na+]. Yields the product CONC(CF)Cc1ccc(Cl)cc1Cl. As a reaction SMILES: [C:16]([BH3-:17])#[N:18].[CH3:1][O:2][N:3]=[C:4]([CH2:5][c:6]1[c:7]([Cl:13])[cH:8][c:9]([Cl:12])[cH:10][cH:11]1)[CH2:14][F:15].[CH3:20][C:21](=[O:22])[OH:23].[Na+:19]>>[CH3:1][O:2][NH:3][CH:4]([CH2:5][c:6]1[c:7]([Cl:13])[cH:8][c:9]([Cl:12])[cH:10][cH:11]1)[CH2:14][F:15]. The reactants are ClC=1C(=C2C(=NC1)NC(=N2)C2=CC=C(C=C2)[N+](=O)[O-])NC2=CC=CC=C2 (6-Chloro-2-(4-nitrophenyl)-N-phenyl-3H-imidazo[4,5-b]pyridin-7-amine). Reagents/catalysts: [Ni] (Raney-Nickel). Run in CO (methanol). Reaction conditions: time 45 minute. Yields the product NC1=CC=C(C=C1)C1=NC=2C(=NC=C(C2NC2=CC=CC=C2)Cl)N1 (2-(4-Aminophenyl)-6-chloro-N-phenyl-3H-imidazo[4,5-b]pyridin-7-amine). Isolated yield 86.4%. Reaction SMILES: [Cl:1][C:2]1[C:3]([NH:20][C:21]2[CH:26]=[CH:25][CH:24]=[CH:23][CH:22]=2)=[C:4]2[N:10]=[C:9]([C:11]3[CH:16]=[CH:15][C:14]([N+:17]([O-])=O)=[CH:13][CH:12]=3)[NH:8][C:5]2=[N:6][CH:7]=1>CO.[Ni]>[NH2:17][C:14]1[CH:15]=[CH:16][C:11]([C:9]2[NH:8][C:5]3=[N:6][CH:7]=[C:2]([Cl:1])[C:3]([NH:20][C:21]4[CH:26]=[CH:25][CH:24]=[CH:23][CH:22]=4)=[C:4]3[N:10]=2)=[CH:12][CH:13]=1. Reported procedure: 6-Chloro-2-(4-nitrophenyl)-N-phenyl-3H-imidazo[4,5-b]pyridin-7-amine (0.35 g, 1.0 mmol) was dissolved in 50 ml methanol. A catalytic amount of Raney-Nickel was added. The solution was shaken for 45 min under hydrogen pressure (3 atm). The catalyst was filtered off and the solvent removed in vacuo. The crude product was purified by column chromatography on silica, eluting with EtOAc/MeOH 9:1, giving the title product (0.29 g, 85%). Starting materials: O=C(O)Cc1ccc(Br)cc1F, C1CCOC1, CC1(c2nnc(N)s2)CC1, CN1CCOCC1, COc1nc(OC)nc([N+]2(C)CCOCC2)n1, [Cl-]. Yields the product CC1(c2nnc(NC(=O)Cc3ccc(Br)cc3F)s2)CC1. As a reaction SMILES: [Br:1][c:2]1[cH:3][c:4]([F:12])[c:5]([CH2:8][C:9](=[O:10])[OH:11])[cH:6][cH:7]1.[CH2:48]1[O:49][CH2:50][CH2:51][CH2:52]1.[CH3:13][C:14]1([c:17]2[n:18][n:19][c:20]([NH2:22])[s:21]2)[CH2:15][CH2:16]1.[CH3:23][N:24]1[CH2:25][CH2:26][O:27][CH2:28][CH2:29]1.[CH3:30][O:31][c:32]1[n:33][c:34]([O:35][CH3:36])[n:37][c:38]([N+:39]2([CH3:40])[CH2:41][CH2:42][O:43][CH2:44][CH2:45]2)[n:46]1.[Cl-:47]>>[Br:1][c:2]1[cH:3][c:4]([F:12])[c:5]([CH2:8][C:9](=[O:11])[NH:22][c:20]2[n:19][n:18][c:17]([C:14]3([CH3:13])[CH2:15][CH2:16]3)[s:21]2)[cH:6][cH:7]1. Starting materials: CO, COC(=O)c1c(NC(=O)c2cc(Cl)ccc2O)csc1-c1ccc(C)c(F)c1F, [Li+], C1CCOC1, [OH-], O. Yields the product Cc1ccc(-c2scc(NC(=O)c3cc(Cl)ccc3O)c2C(=O)O)c(F)c1F. RXN SMILES: [CH3:33][OH:34].[Cl:1][c:2]1[cH:3][cH:4][c:5]([OH:29])[c:6]([C:7](=[O:8])[NH:9][c:10]2[c:11]([C:24](=[O:25])[O:26][CH3:27])[c:12](-[c:15]3[c:16]([F:23])[c:17]([F:22])[c:18]([CH3:21])[cH:19][cH:20]3)[s:13][cH:14]2)[cH:28]1.[Li+:30].[O:35]1[CH2:36][CH2:37][CH2:38][CH2:39]1.[OH-:31].[OH2:32]>>[Cl:1][c:2]1[cH:3][cH:4][c:5]([OH:29])[c:6]([C:7](=[O:8])[NH:9][c:10]2[c:11]([C:24](=[O:25])[OH:26])[c:12](-[c:15]3[c:16]([F:23])[c:17]([F:22])[c:18]([CH3:21])[cH:19][cH:20]3)[s:13][cH:14]2)[cH:28]1. Starting materials: CCCCOCCOc1ccc(-c2ccc3c(c2)C=C(C(=O)Nc2ccc(SCc4nc(C)cc(C)n4)cc2)CCN3CC(C)C)cc1, ClCCl, O=C(OO)c1cccc(Cl)c1, [Na+], [Na+], O=S([O-])([O-])=S. Yields the product CCCCOCCOc1ccc(-c2ccc3c(c2)C=C(C(=O)Nc2ccc(S(=O)Cc4nc(C)cc(C)n4)cc2)CCN3CC(C)C)cc1. As a reaction SMILES: [CH2:1]([CH2:2][CH2:3][CH3:4])[O:5][CH2:6][CH2:7][O:8][c:9]1[cH:10][cH:11][c:12](-[c:15]2[cH:16][cH:17][c:18]3[c:19]([cH:48]2)[CH:20]=[C:21]([C:29](=[O:30])[NH:31][c:32]2[cH:33][cH:34][c:35]([S:38][CH2:39][c:40]4[n:41][c:42]([CH3:47])[cH:43][c:44]([CH3:46])[n:45]4)[cH:36][cH:37]2)[CH2:22][CH2:23][N:24]3[CH2:25][CH:26]([CH3:27])[CH3:28])[cH:13][cH:14]1.[CH2:67]([Cl:68])[Cl:69].[Cl:49][c:50]1[cH:51][cH:52][cH:53][c:54]([C:55]([O:56][OH:58])=[O:57])[cH:59]1.[Na+:65].[Na+:66].[S:60]([O-:61])([O-:62])(=[O:63])=[S:64]>>[CH2:1]([CH2:2][CH2:3][CH3:4])[O:5][CH2:6][CH2:7][O:8][c:9]1[cH:10][cH:11][c:12](-[c:15]2[cH:16][cH:17][c:18]3[c:19]([cH:48]2)[CH:20]=[C:21]([C:29](=[O:30])[NH:31][c:32]2[cH:33][cH:34][c:35]([S:38]([CH2:39][c:40]4[n:41][c:42]([CH3:47])[cH:43][c:44]([CH3:46])[n:45]4)=[O:57])[cH:36][cH:37]2)[CH2:22][CH2:23][N:24]3[CH2:25][CH:26]([CH3:27])[CH3:28])[cH:13][cH:14]1.